Dataset: the Open Reaction Database (ORD), a public repository of structured organic reaction records. Task: describe an organic reaction: reactants, conditions, products, and yield Starting materials: ClCCl, C[Si](C)(C)N=C=O, COc1cc(N)c(Cl)cc1C(=O)NC1CCN(CC2CCNCC2)CC1. Yields the product COc1cc(N)c(Cl)cc1C(=O)NC1CCN(CC2CCN(C(N)=O)CC2)CC1. RXN SMILES: [CH2:34]([Cl:35])[Cl:36].[CH3:27][Si:28]([CH3:29])([CH3:30])[N:31]=[C:32]=[O:33].[NH2:1][c:2]1[cH:3][c:4]([O:25][CH3:26])[c:5]([C:6](=[O:7])[NH:8][CH:9]2[CH2:10][CH2:11][N:12]([CH2:15][CH:16]3[CH2:17][CH2:18][NH:19][CH2:20][CH2:21]3)[CH2:13][CH2:14]2)[cH:22][c:23]1[Cl:24]>>[NH2:1][c:2]1[cH:3][c:4]([O:25][CH3:26])[c:5]([C:6](=[O:7])[NH:8][CH:9]2[CH2:10][CH2:11][N:12]([CH2:15][CH:16]3[CH2:17][CH2:18][N:19]([C:32]([NH2:31])=[O:33])[CH2:20][CH2:21]3)[CH2:13][CH2:14]2)[cH:22][c:23]1[Cl:24]. Starting materials: CC1(COC(OC1)C(C)[C@H]1CC[C@H]2C3=CC=C4C[C@H](C[C@@H]([C@]4(C)[C@H]3CC[C@]12C)OC(=O)OC)OC(=O)OC)C (20-(5,5-dimethyl-1,3-dioxan-2-yl)-1α,3β-bis(methoxycarbonyloxy)pregna-5,7-diene). The reagents and catalysts are S(O)(O)(=O)=O (sulfuric acid). Run in CC(=O)C (acetone), ice water. Yields the product COC(=O)O[C@H]1C[C@@H](CC2=CC=C3[C@@H]4CC[C@H](C(C)C=O)[C@]4(CC[C@@H]3[C@@]12C)C)OC(=O)OC (1α,3β-bis(methoxycarbonyloxy)pregna-5,7-diene-20-carbaldehyde). Yield: 65.3%. As a reaction SMILES: CC1(C)CO[CH:5]([CH:8]([C@@H:10]2[C@:27]3([CH3:28])[C@H:13]([C:14]4[C@H:24]([CH2:25][CH2:26]3)[C@:22]3([CH3:23])[C:17]([CH2:18][C@@H:19]([O:34][C:35]([O:37][CH3:38])=[O:36])[CH2:20][C@@H:21]3[O:29][C:30]([O:32][CH3:33])=[O:31])=[CH:16][CH:15]=4)[CH2:12][CH2:11]2)[CH3:9])[O:4]C1>CC(C)=O.S(=O)(=O)(O)O>[CH3:33][O:32][C:30]([O:29][C@@H:21]1[C@@:22]2([CH3:23])[C:17](=[CH:16][CH:15]=[C:14]3[C@@H:24]2[CH2:25][CH2:26][C@@:27]2([CH3:28])[C@H:13]3[CH2:12][CH2:11][C@@H:10]2[CH:8]([CH:5]=[O:4])[CH3:9])[CH2:18][C@@H:19]([O:34][C:35]([O:37][CH3:38])=[O:36])[CH2:20]1)=[O:31]. Reported procedure: In 5 ml of acetone was dissolved 100 mg of 20-(5,5-dimethyl-1,3-dioxan-2-yl)-1α,3β-bis(methoxycarbonyloxy)pregna-5,7-diene, followed by addition of one drop of concentrated sulfuric acid, and the mixture was refluxed in an atmosphere of argon gas for 3 hours. The reaction mixture was poured in ice-water and extracted with ether. The extracts were pooled and washed with aqueous sodium hydrogen carbonate solution and aqueous sodium chloride solution, followed by concentration under reduced pressur... Starting materials: FC1=C(C=CC(=C1)C)NC(C(=O)O)C(C)C (α-(2-fluoro-4-methylphenylamino)isovaleric acid), C([O-])([O-])=O.[K+].[K+] (potassium carbonate), O(C1=CC=CC=C1)C=1C=C(CBr)C=CC1 (m-phenoxybenzyl bromide), [OH-].[Na+].CCOCC (sodium hydroxide ether). The solvent is C1CCOC1 (THF), CN(C)P(=O)(N(C)C)N(C)C (HMPT). Yields the product m-phenoxybenzyl ester, FC1=C(C=CC(=C1)C)N[C@@H](C(C)C)C(=O)O (N-(2-fluoro-4-methylphenyl)valine). As a reaction SMILES: [F:1][C:2]1[CH:7]=[C:6]([CH3:8])[CH:5]=[CH:4][C:3]=1[NH:9][CH:10]([CH:14]([CH3:16])[CH3:15])[C:11]([OH:13])=[O:12].C(=O)([O-])[O-].[K+].[K+].O(C1C=C(C=CC=1)CBr)C1C=CC=CC=1.[OH-].[Na+].CCOCC>C1COCC1.CN(P(N(C)C)(N(C)C)=O)C>[F:1][C:2]1[CH:7]=[C:6]([CH3:8])[CH:5]=[CH:4][C:3]=1[NH:9][C@H:10]([C:11]([OH:13])=[O:12])[CH:14]([CH3:16])[CH3:15] |f:1.2.3,5.6.7|. Procedure: To a mixture of 5.15 mmole of α-(2-fluoro-4-methylphenylamino)isovaleric acid, potassium carbonate (6.44 mmole), 4 ml of HMPT and 3 ml of THF, stirred, is added 5.13 mmole of m-phenoxybenzyl bromide. The reaction is stirred overnight at RT. The reaction is poured into 5% sodium hydroxide/ether, extracted with water (2×) and then washed with water (2×), dried over sodium sulfate and rotoevaporated under vacuum. The crude product is subjected to preparatory TLC eluting with 10% ether/hexane to giv... Starting materials: COC(=O)C1=CC2=C(S1)C=CC(=C2)C (5-methylbenzo[b]thiophene-2-carboxylic acid methyl ester), BrN1C(CCC1=O)=O (N-bromosuccinimide). The reagents and catalysts are N(=NC(C#N)(C)C)C(C#N)(C)C (azobisisobutyronitrile). Run in C(Cl)(Cl)(Cl)Cl (carbon tetrachloride). The product is COC(=O)C1=CC2=C(S1)C=CC(=C2)CBr (5-bromomethylbenzo[b]thiophene-2-carboxylic acid methyl ester). The yield is 97.4%. RXN SMILES: [CH3:1][O:2][C:3]([C:5]1[S:9][C:8]2[CH:10]=[CH:11][C:12]([CH3:14])=[CH:13][C:7]=2[CH:6]=1)=[O:4].[Br:15]N1C(=O)CCC1=O>C(Cl)(Cl)(Cl)Cl.N(C(C)(C)C#N)=NC(C)(C)C#N>[CH3:1][O:2][C:3]([C:5]1[S:9][C:8]2[CH:10]=[CH:11][C:12]([CH2:14][Br:15])=[CH:13][C:7]=2[CH:6]=1)=[O:4]. Procedure details: A mixture of 5-methylbenzo[b]thiophene-2-carboxylic acid methyl ester (3.09 g.), N-bromosuccinimide (2.67 g.) and azobisisobutyronitrile (0.20 g.) in carbon tetrachloride (150 ml.) was heated under reflux for 5 hours. The mixture was then filtered and the filtrate was evaporated to give a solid which was crystallized from methanol to give 5-bromomethylbenzo[b]thiophene-2-carboxylic acid methyl ester (4.16 g.), m.p. 108°-110°. Reactants: COc1cc2c(nc1OC)c(-c1cc3c(C=NO)ccnc3n1S(=O)(=O)c1ccc(C)cc1)cn2C, CCO, CO, O=CO, [Na+], [OH-], O, [Zn]. Yields the product COc1cc2c(nc1OC)c(-c1cc3c(CN)ccnc3n1S(=O)(=O)c1ccc(C)cc1)cn2C. RXN SMILES: [CH3:1][O:2][c:3]1[c:4]([O:35][CH3:36])[cH:5][c:6]2[c:7]([n:8]1)[c:9](-[c:13]1[cH:14][c:15]3[c:16]([n:17][cH:18][cH:19][c:20]3[CH:21]=[N:22][OH:23])[n:24]1[S:25](=[O:26])(=[O:27])[c:28]1[cH:29][cH:30][c:31]([CH3:34])[cH:32][cH:33]1)[cH:10][n:11]2[CH3:12].[CH3:42][CH2:43][OH:44].[CH3:46][OH:47].[CH:37]([OH:38])=[O:39].[Na+:41].[OH-:40].[OH2:45].[Zn:48]>>[CH3:1][O:2][c:3]1[c:4]([O:35][CH3:36])[cH:5][c:6]2[c:7]([n:8]1)[c:9](-[c:13]1[cH:14][c:15]3[c:16]([n:17][cH:18][cH:19][c:20]3[CH2:21][NH2:22])[n:24]1[S:25](=[O:26])(=[O:27])[c:28]1[cH:29][cH:30][c:31]([CH3:34])[cH:32][cH:33]1)[cH:10][n:11]2[CH3:12]. The reactants are CC(=O)OC(C)=O, COc1ccc(Cl)cc1N, [Zn]. Yields the product COc1ccc(Cl)cc1NC(C)=O. RXN SMILES: [CH3:11][C:12](=[O:13])[O:14][C:15](=[O:16])[CH3:17].[NH2:1][c:2]1[c:3]([O:9][CH3:10])[cH:4][cH:5][c:6]([Cl:8])[cH:7]1.[Zn:18]>>[NH:1]([c:2]1[c:3]([O:9][CH3:10])[cH:4][cH:5][c:6]([Cl:8])[cH:7]1)[C:12]([CH3:11])=[O:13]. Starting materials: CCS(=O)(=O)c1ccc(Oc2cc(Br)cc(CC(=O)O)c2)c(Cl)c1, Cl, [Na+], [Na+], O=C([O-])[O-], C1COCCO1, OB(O)c1ccccc1. Yields the product CCS(=O)(=O)c1ccc(Oc2cc(CC(=O)O)cc(-c3ccccc3)c2)c(Cl)c1. As a reaction SMILES: [Br:1][c:2]1[cH:3][c:4]([CH2:21][C:22](=[O:23])[OH:24])[cH:5][c:6]([O:8][c:9]2[c:10]([Cl:20])[cH:11][c:12]([S:15](=[O:16])(=[O:17])[CH2:18][CH3:19])[cH:13][cH:14]2)[cH:7]1.[ClH:46].[Na+:34].[Na+:35].[O-:36][C:37](=[O:38])[O-:39].[O:40]1[CH2:41][CH2:42][O:43][CH2:44][CH2:45]1.[c:25]1([B:31]([OH:32])[OH:33])[cH:26][cH:27][cH:28][cH:29][cH:30]1>>[c:2]1(-[c:25]2[cH:26][cH:27][cH:28][cH:29][cH:30]2)[cH:3][c:4]([CH2:21][C:22](=[O:23])[OH:24])[cH:5][c:6]([O:8][c:9]2[c:10]([Cl:20])[cH:11][c:12]([S:15](=[O:16])(=[O:17])[CH2:18][CH3:19])[cH:13][cH:14]2)[cH:7]1.